Dataset: the Open Reaction Database (ORD), a public repository of structured organic reaction records. Task: describe an organic reaction: reactants, conditions, products, and yield The reactants are CS(=O)(=O)O, CO, CCOCC, Cl, NC(CO)CO, O=Cc1cc2c3ccccc3ccc2c2ccccc12, CC(CO)(CO)NCc1cc2c3ccccc3ccc2c2ccccc12. The product is CS(=O)(=O)O, OCC(CO)NCc1cc2c3ccccc3ccc2c2ccccc12. Reaction SMILES: [CH3:1][S:2](=[O:3])(=[O:4])[OH:5].[CH3:59][OH:60].[CH3:61][CH2:62][O:63][CH2:64][CH3:65].[ClH:52].[NH2:53][CH:54]([CH2:55][OH:56])[CH2:57][OH:58].[cH:32]1[c:33]2[cH:34][cH:35][c:36]3[c:37]([cH:38][c:39]([CH:40]=[O:41])[c:42]4[c:43]3[cH:44][cH:45][cH:46][cH:47]4)[c:48]2[cH:49][cH:50][cH:51]1.[cH:6]1[cH:7][cH:8][cH:9][c:10]2[c:11]3[cH:12][c:13]([CH2:24][NH:25][C:26]([CH2:27][OH:28])([CH2:29][OH:30])[CH3:31])[c:14]4[cH:15][cH:16][cH:17][cH:18][c:19]4[c:20]3[cH:21][cH:22][c:23]12>>[CH3:1][S:2](=[O:3])(=[O:4])[OH:5].[cH:6]1[cH:7][cH:8][cH:9][c:10]2[c:11]3[cH:12][c:13]([CH2:24][NH:25][CH:26]([CH2:27][OH:28])[CH2:29][OH:30])[c:14]4[cH:15][cH:16][cH:17][cH:18][c:19]4[c:20]3[cH:21][cH:22][c:23]12. Starting materials: [H-].[H-].[H-].[H-].[Li+].[Al+3] (LiAlH4), OC=1C(=NC=CC1)CCC(=O)OCC (ethyl 3-(3-hydroxypyridin-2-yl)propanoate). Solvent: C1CCOC1 (THF). Reaction conditions: time 5 hour. Product: OCCCC1=NC=CC=C1O (2-(3-hydroxypropyl)pyridin-3-ol). Yield: 50.4%. As a reaction SMILES: [H-].[H-].[H-].[H-].[Li+].[Al+3].[OH:7][C:8]1[C:9]([CH2:14][CH2:15][C:16](OCC)=[O:17])=[N:10][CH:11]=[CH:12][CH:13]=1>C1COCC1>[OH:17][CH2:16][CH2:15][CH2:14][C:9]1[C:8]([OH:7])=[CH:13][CH:12]=[CH:11][N:10]=1 |f:0.1.2.3.4.5|. Reported procedure: To a solution of LiAlH4 (0.94 g) in THF was added ethyl 3-(3-hydroxypyridin-2-yl)propanoate (2.40 g) slowly at 0° C. The reaction mixture was stirred for 5 h at room temperature under N2, then cooled to rt and quenched with water at 0° C. The mixture was filtered. The filtrate was concentrated in vacuo to give the compound as yellow oil (0.95 g, 50%), and the crude product was used for the next step without further purification. The compound was characterized by the following spectroscopic data:... Reactants: CC(C)n1nc(CCNC(=O)OCc2ccccc2)c(CC2OCCO2)c1-c1ccc(F)cc1, O=C(O)C(F)(F)F, O. The product is CC(C)n1nc2c(c1-c1ccc(F)cc1)C=CN(C(=O)OCc1ccccc1)CC2. Reaction SMILES: [CH2:1]([c:2]1[cH:3][cH:4][cH:5][cH:6][cH:7]1)[O:8][C:9]([NH:10][CH2:11][CH2:12][c:13]1[n:14][n:15]([CH:31]([CH3:32])[CH3:33])[c:16](-[c:24]2[cH:25][cH:26][c:27]([F:30])[cH:28][cH:29]2)[c:17]1[CH2:18][CH:19]1[O:20][CH2:21][CH2:22][O:23]1)=[O:34].[F:35][C:36]([F:37])([F:38])[C:39]([OH:40])=[O:41].[OH2:42]>>[CH2:1]([c:2]1[cH:3][cH:4][cH:5][cH:6][cH:7]1)[O:8][C:9]([N:10]1[CH2:11][CH2:12][c:13]2[n:14][n:15]([CH:31]([CH3:32])[CH3:33])[c:16](-[c:24]3[cH:25][cH:26][c:27]([F:30])[cH:28][cH:29]3)[c:17]2[CH:18]=[CH:19]1)=[O:34]. Starting materials: ClC1=CC=C(C(=O)N)C=C1 (4-Chlorobenzamide), C1(=CC=C(C=C1)S(=O)(=O)O)C (p-toluenesulfonic acid), C(=O)[C@@H]1N(CCC1)C(=O)OC(C)(C)C (tert-butyl (2R)-formyl-1-pyrrolidinecarboxylate), N1N=NC2=C1C=CC=C2 (benzotriazole). Yields the product N1(N=NC2=C1C=CC=C2)C([C@@H]2N(CCC2)C(=O)OC(C)(C)C)NC(C2=CC=C(C=C2)Cl)=O (Tert-butyl (2R)-2-{1H-1,2,3-benzotriazol-1-yl[(4-chlorobenzoyl)amino]methyl}-1-pyrrolidinecarboxylate). Reaction SMILES: [Cl:1][C:2]1[CH:10]=[CH:9][C:5]([C:6]([NH2:8])=[O:7])=[CH:4][CH:3]=1.[CH:11]([C@H:13]1[CH2:17][CH2:16][CH2:15][N:14]1[C:18]([O:20][C:21]([CH3:24])([CH3:23])[CH3:22])=[O:19])=O.[NH:25]1[C:29]2[CH:30]=[CH:31][CH:32]=[CH:33][C:28]=2[N:27]=[N:26]1.C1(C)C=CC(S(O)(=O)=O)=CC=1>>[N:25]1([CH:11]([NH:8][C:6](=[O:7])[C:5]2[CH:9]=[CH:10][C:2]([Cl:1])=[CH:3][CH:4]=2)[C@H:13]2[CH2:17][CH2:16][CH2:15][N:14]2[C:18]([O:20][C:21]([CH3:24])([CH3:23])[CH3:22])=[O:19])[C:29]2[CH:30]=[CH:31][CH:32]=[CH:33][C:28]=2[N:27]=[N:26]1. Reported procedure: 4-Chlorobenzamide, tert-butyl (2R)-formyl-1-pyrrolidinecarboxylate, benzotriazole, and p-toluenesulfonic acid were processed as described in Example 53A to provide the desired product.